From a dataset of the Open Reaction Database (ORD), a public repository of structured organic reaction records. describe an organic reaction: reactants, conditions, products, and yield Starting materials: ClC1=CC=C(C=C1)C#CC1=CC=C(CNC2=CC3=C(OC(OC3=O)(C)C)C=C2)C=C1 (6-({4-[(4-chlorophenyl)ethynyl]benzyl}amino)-2,2-dimethyl-4H-1,3-benzodioxin-4-one), COC1=CC=C(C(=O)Cl)C=C1 (4-methoxybenzoyl chloride). The product is ClC1=CC=C(C=C1)C#CC1=CC=C(CN(C(C2=CC=C(C=C2)OC)=O)C2=CC3=C(OC(OC3=O)(C)C)C=C2)C=C1 (N-{4-[(4-chlorophenyl)ethynyl]benzyl}-N-(2,2-dimethyl-4-oxo-4H-1,3-benzodioxin-6-yl)-4-methoxybenzamide). RXN SMILES: [Cl:1][C:2]1[CH:7]=[CH:6][C:5]([C:8]#[C:9][C:10]2[CH:30]=[CH:29][C:13]([CH2:14][NH:15][C:16]3[CH:28]=[CH:27][C:19]4[O:20][C:21]([CH3:26])([CH3:25])[O:22][C:23](=[O:24])[C:18]=4[CH:17]=3)=[CH:12][CH:11]=2)=[CH:4][CH:3]=1.[CH3:31][O:32][C:33]1[CH:41]=[CH:40][C:36]([C:37](Cl)=[O:38])=[CH:35][CH:34]=1>>[Cl:1][C:2]1[CH:3]=[CH:4][C:5]([C:8]#[C:9][C:10]2[CH:30]=[CH:29][C:13]([CH2:14][N:15]([C:16]3[CH:28]=[CH:27][C:19]4[O:20][C:21]([CH3:26])([CH3:25])[O:22][C:23](=[O:24])[C:18]=4[CH:17]=3)[C:37](=[O:38])[C:36]3[CH:40]=[CH:41][C:33]([O:32][CH3:31])=[CH:34][CH:35]=3)=[CH:12][CH:11]=2)=[CH:6][CH:7]=1. Reported procedure: The titled compound was prepared following the procedure E using 6-({4-[(4-chlorophenyl)ethynyl]benzyl}amino)-2,2-dimethyl-4H-1,3-benzodioxin-4-one and 4-methoxybenzoyl chloride as a yellow oil (91%). M+ (ESI): 552. HPLC, Rt: 5.65 min (Purity: 98.5%). Starting materials: CCCCCCCCCCCCCCCC(=O)C1(n2cnc3c(=O)[nH]c(N)nc32)CC(O)C(CO)O1, Nc1nc2c(ncn2C2CC(O)C(CO)O2)c(=O)[nH]1, O. Product: CCCCCCCCCCCCCCCC(=O)OC1CC(n2cnc3c(=O)[nH]c(N)nc32)OC1CO. Reaction SMILES: [C:1]([CH2:2][CH2:3][CH2:4][CH2:5][CH2:6][CH2:7][CH2:8][CH2:9][CH2:10][CH2:11][CH2:12][CH2:13][CH2:14][CH2:15][CH3:16])(=[O:17])[C:18]1([n:19]2[c:20]3[n:21][c:22]([NH2:23])[nH:24][c:25](=[O:26])[c:27]3[n:28][cH:29]2)[O:30][CH:31]([CH2:32][OH:33])[CH:34]([OH:35])[CH2:36]1.[CH:38]1([n:46]2[cH:47][n:48][c:49]3[c:50](=[O:51])[nH:52][c:53]([NH2:54])[n:55][c:56]23)[CH2:39][CH:40]([OH:41])[CH:42]([CH2:43][OH:44])[O:45]1.[OH2:37]>>[C:1]([CH2:2][CH2:3][CH2:4][CH2:5][CH2:6][CH2:7][CH2:8][CH2:9][CH2:10][CH2:11][CH2:12][CH2:13][CH2:14][CH2:15][CH3:16])(=[O:17])[O:41][CH:40]1[CH2:39][CH:38]([n:46]2[cH:47][n:48][c:49]3[c:50](=[O:51])[nH:52][c:53]([NH2:54])[n:55][c:56]23)[O:45][CH:42]1[CH2:43][OH:44]. The reactants are ClC1=NC=CC=C1C=O (2-chloro-3-formylpyridine), N(=[N+]=[N-])CC(=O)OCC (ethyl azidoacetate), ethanolic solution, [O-]CC.[Na+] (sodium ethoxide). Solvent: O (water). Conditions: temperature 0 celsius, time 2 hour. Yields the product N(=[N+]=[N-])C(C(=O)OCC)C(O)C=1C(=NC=CC1)Cl (Ethyl 2-azido-3-(2-chloropyridin-3-yl)-3-hydroxypropionate). Isolated yield 74.0%. As a reaction SMILES: [Cl:1][C:2]1[C:7]([CH:8]=[O:9])=[CH:6][CH:5]=[CH:4][N:3]=1.[N:10]([CH2:13][C:14]([O:16][CH2:17][CH3:18])=[O:15])=[N+:11]=[N-:12].[O-]CC.[Na+]>O>[N:10]([CH:13]([CH:8]([C:7]1[C:2]([Cl:1])=[N:3][CH:4]=[CH:5][CH:6]=1)[OH:9])[C:14]([O:16][CH2:17][CH3:18])=[O:15])=[N+:11]=[N-:12] |f:2.3|. Procedure details: A mixture of 2.0 g of 2-chloro-3-formylpyridine (prepared as described in Preparation 75), 7.5 g of ethyl azidoacetate and 87 ml of a 65 mM ethanolic solution of sodium ethoxide was stirred at 0° C. for 2 hours. At the end of this time, the reaction mixture was poured into water, after which it was extracted with ethyl acetate. The extract was washed with a saturated aqueous solution of ammonium chloride and a saturated aqueous solution of sodium chloride, in that order, and dried over anhydrous...